Dataset: the Open Reaction Database (ORD), a public repository of structured organic reaction records. Task: describe an organic reaction: reactants, conditions, products, and yield Starting materials: ClC/C=C/C(=O)N1CC2=C(C3=C(N=CN=C3NC3=CC(=C(C=C3)Cl)Cl)S2)CC1 (7-[(2E)-4-Chlorobut-2-enoyl]-N-(3,4-dichlorophenyl)-5,6,7,8-tetrahydropyrido[4′,3′:4,5]thieno[2,3-d]pyrimidin-4-amine), CN1C2C(CC1)CNC2 (1-methyloctahydropyrrolo[3,4-b]pyrrole). Solvent: CN(C)C=O (DMF). Reaction conditions: time 20 hour. The product is ClC=1C=C(C=CC1Cl)NC=1C2=C(N=CN1)SC1=C2CCN(C1)C(\C=C\CN1CC2N(CCC2C1)C)=O (N-(3,4-Dichlorophenyl)-7-[(2E)-4-(1-methylhexahydropyrrolo[3,4-b]pyrrol-5(1H)-yl)but-2-enoyl]-5,6,7,8-tetrahydropyrido[4′,3′:4,5]thieno[2,3-d]pyrimidin-4-amine). RXN SMILES: Cl[CH2:2]/[CH:3]=[CH:4]/[C:5]([N:7]1[CH2:28][CH2:27][C:10]2[C:11]3[C:16]([NH:17][C:18]4[CH:23]=[CH:22][C:21]([Cl:24])=[C:20]([Cl:25])[CH:19]=4)=[N:15][CH:14]=[N:13][C:12]=3[S:26][C:9]=2[CH2:8]1)=[O:6].[CH3:29][N:30]1[CH2:34][CH2:33][CH:32]2[CH2:35][NH:36][CH2:37][CH:31]12>CN(C=O)C>[Cl:25][C:20]1[CH:19]=[C:18]([NH:17][C:16]2[C:11]3[C:10]4[CH2:27][CH2:28][N:7]([C:5](=[O:6])/[CH:4]=[CH:3]/[CH2:2][N:36]5[CH2:35][CH:32]6[CH:31]([N:30]([CH3:29])[CH2:34][CH2:33]6)[CH2:37]5)[CH2:8][C:9]=4[S:26][C:12]=3[N:13]=[CH:14][N:15]=2)[CH:23]=[CH:22][C:21]=1[Cl:24]. Procedure: To a suspension of Example 59A (80 mg, 0.16 mmol) in DMF (1 mL) was added 1-methyloctahydropyrrolo[3,4-b]pyrrole (41 mg, 0.32 mmol), and the mixture was stirred at rt for 20 h. After purification by preparative HPLC, the title compound was crystallized from dichloromethane/petroleum ether to yield 12 mg (14%). The reactants are CO, C1CCOC1, CC(C)(C)OC(=O)N1CCC(CO)(CCCO)CC1, c1ccc(P(c2ccccc2)c2ccccc2)cc1. The product is CC(C)(C)OC(=O)N1CCC2(CCCOC2)CC1. RXN SMILES: [CH3:39][OH:40].[O:41]1[CH2:42][CH2:43][CH2:44][CH2:45]1.[OH:1][CH2:2][C:3]1([CH2:16][CH2:17][CH2:18][OH:19])[CH2:4][CH2:5][N:6]([C:9](=[O:10])[O:11][C:12]([CH3:13])([CH3:14])[CH3:15])[CH2:7][CH2:8]1.[c:20]1([P:21]([c:22]2[cH:23][cH:24][cH:25][cH:26][cH:27]2)[c:28]2[cH:29][cH:30][cH:31][cH:32][cH:33]2)[cH:34][cH:35][cH:36][cH:37][cH:38]1>>[CH2:2]1[C:3]2([CH2:4][CH2:5][N:6]([C:9](=[O:10])[O:11][C:12]([CH3:13])([CH3:14])[CH3:15])[CH2:7][CH2:8]2)[CH2:16][CH2:17][CH2:18][O:19]1. Starting materials: CC(C)(C)CN, C1CCOC1, S=C=Nc1cccnc1. The product is CC(C)(C)CNC(=S)Nc1cccnc1. RXN SMILES: [CH2:10]([C:11]([CH3:12])([CH3:13])[CH3:14])[NH2:15].[CH2:16]1[O:17][CH2:18][CH2:19][CH2:20]1.[n:1]1[cH:2][c:3]([N:7]=[C:8]=[S:9])[cH:4][cH:5][cH:6]1>>[n:1]1[cH:2][c:3]([NH:7][C:8](=[S:9])[NH:15][CH2:10][C:11]([CH3:12])([CH3:13])[CH3:14])[cH:4][cH:5][cH:6]1. The reactants are N\C(=C/C(=O)OCC)\C(F)(F)F (ethyl 3-amino-4,4,4-trifluorocrotonate), C1CCC2=NCCCN2CC1 (1,8-diazabicyclo[5.4.0]-7-undecene), ClC1=CC(=C(C2=C1C=C(O2)CC)NC(=O)OC2=CC=CC=C2)F (4-chloro-2-ethyl-6-fluoro-7-phenoxycarbonylaminobenzofuran), Cl (hydrochloric acid). The solvent is CN(C=O)C (N,N-dimethylformamide). Reaction conditions: temperature 60 celsius, time 8 hour. Yields the product ClC1=CC(=C(C2=C1C=C(O2)CC)N2C(NC(=CC2=O)C(F)(F)F)=O)F (3-(4-chloro-2-ethyl-6-fluorobenzofuran-7-yl)-6-trifluoromethyluracil). Yield: 43.9%. Reaction SMILES: [NH2:1]/[C:2](/[C:9]([F:12])([F:11])[F:10])=[CH:3]\[C:4]([O:6]CC)=O.C1CCN2C(=NCCC2)CC1.[Cl:24][C:25]1[C:30]2[CH:31]=[C:32]([CH2:34][CH3:35])[O:33][C:29]=2[C:28]([NH:36][C:37](OC2C=CC=CC=2)=[O:38])=[C:27]([F:46])[CH:26]=1.Cl>CN(C)C=O>[Cl:24][C:25]1[C:30]2[CH:31]=[C:32]([CH2:34][CH3:35])[O:33][C:29]=2[C:28]([N:36]2[C:4](=[O:6])[CH:3]=[C:2]([C:9]([F:10])([F:11])[F:12])[NH:1][C:37]2=[O:38])=[C:27]([F:46])[CH:26]=1. Procedure: 80 ml of N,N-dimethylformamide was added to 5.8 g (32 mmol) of ethyl 3-amino-4,4,4-trifluorocrotonate and 6.6 g (43 mmol) of 1,8-diazabicyclo[5.4.0]-7-undecene, and 9.6 g (29 mmol) of 4-chloro-2-ethyl-6-fluoro-7-phenoxycarbonylaminobenzofuran was gradually added thereto at room temperature. After stirring at 60° C. for 8 hours, the reaction solution was poured into a 10% hydrochloric acid aqueous solution and acidified, and then extracted with ethyl acetate. The organic layer was washed sequenti... Reactants: O=C([O-])O, ClCCl, CC(SC(CO)CO)C(O)(Cn1cncn1)c1ccc(F)cc1F, [Na+], N#Cc1ccc(C=CC=CC=O)cc1, O, Cc1ccc(S(=O)(=O)O)cc1. RXN SMILES: [C:51](=[O:52])([O-:53])[OH:54].[Cl:56][CH2:57][Cl:58].[F:15][c:16]1[c:17]([C:23]([CH2:24][n:25]2[n:26][cH:27][n:28][cH:29]2)([CH:30]([CH3:31])[S:32][CH:33]([CH2:34][OH:35])[CH2:36][OH:37])[OH:38])[cH:18][cH:19][c:20]([F:22])[cH:21]1.[Na+:55].[O:1]=[CH:2][CH:3]=[CH:4][CH:5]=[CH:6][c:7]1[cH:8][cH:9][c:10]([C:11]#[N:12])[cH:13][cH:14]1.[OH2:39].[c:40]1([CH3:41])[cH:42][cH:43][c:44]([S:45]([OH:46])(=[O:47])=[O:48])[cH:49][cH:50]1>>[O:1]1[CH:2]([CH:3]=[CH:4][CH:5]=[CH:6][c:7]2[cH:8][cH:9][c:10]([C:11]#[N:12])[cH:13][cH:14]2)[O:35][CH2:34][CH:33]([S:32][CH:30]([C:23]([c:17]2[c:16]([F:15])[cH:21][c:20]([F:22])[cH:19][cH:18]2)([CH2:24][n:25]2[n:26][cH:27][n:28][cH:29]2)[OH:38])[CH3:31])[CH2:36]1. Product: CC(SC1COC(C=CC=Cc2ccc(C#N)cc2)OC1)C(O)(Cn1cncn1)c1ccc(F)cc1F.